From a dataset of the Open Reaction Database (ORD), a public repository of structured organic reaction records. describe an organic reaction: reactants, conditions, products, and yield The reactants are COC1=CC=C(CN2N=C(C=3C2=NC=C(C3N3CCN(CC3)C(=O)OC(C)(C)C)C3=CC=CC=C3)\C=C/C=3C=NN(C3)CC3=CC=C(C=C3)OC)C=C1 ((Z)-tert-Butyl 4-(1-(4-methoxybenzyl)-3-(2-(1-(4-methoxybenzyl)-1H-pyrazol-4-yl)vinyl)-5-phenyl-1H-pyrazolo[3,4-b]pyridin-4-yl)piperazine-1-carboxylate), C(=O)(C(F)(F)F)O (TFA), C(Cl)Cl (DCM). Run at time 1 hour. Product: Cl.N1N=CC(=C1)\C=C/C1=NNC2=NC=C(C(=C21)N2CCNCC2)C2=CC=CC=C2 ((Z)-3-(2-(1H-pyrazol-4-yl)vinyl)-5-phenyl-4-(piperazin-1-yl)-1H-pyrazolo[3,4-b]pyridine hydrochloride). Isolated yield 97.0%. As a reaction SMILES: COC1C=CC(C[N:8]2[C:12]3=[N:13][CH:14]=[C:15]([C:30]4[CH:35]=[CH:34][CH:33]=[CH:32][CH:31]=4)[C:16]([N:17]4[CH2:22][CH2:21][N:20](C(OC(C)(C)C)=O)[CH2:19][CH2:18]4)=[C:11]3[C:10](/[CH:36]=[CH:37]\[C:38]3[CH:39]=[N:40][N:41](CC4C=CC(OC)=CC=4)[CH:42]=3)=[N:9]2)=CC=1.C(O)(C(F)(F)F)=O.C(Cl)[Cl:62]>>[ClH:62].[NH:41]1[CH:42]=[C:38](/[CH:37]=[CH:36]\[C:10]2[C:11]3[C:12](=[N:13][CH:14]=[C:15]([C:30]4[CH:35]=[CH:34][CH:33]=[CH:32][CH:31]=4)[C:16]=3[N:17]3[CH2:18][CH2:19][NH:20][CH2:21][CH2:22]3)[NH:8][N:9]=2)[CH:39]=[N:40]1 |f:3.4|. Procedure details: (Z)-tert-Butyl 4-(1-(4-methoxybenzyl)-3-(2-(1-(4-methoxybenzyl)-1H-pyrazol-4-yl)vinyl)-5-phenyl-1H-pyrazolo[3,4-b]pyridin-4-yl)piperazine-1-carboxylate (0.084 g, 0.12 mmol) in DCM (1 mL) was added TFA (0.5 mL) and stirred at room temperature for 1 hour. The solvent was removed. The residue was dissolved in TFA (4 ml) and heated at 78° C. (bath) in a sealed tube overnight. The solvent was removed. The residue was dissolved in DCM (0.5 mL) and 2N HCl in ether (1 mL) was added. The solid formed was... Starting materials: O=C([O-])[O-], Cc1ccccc1, CCO, [Cs+], [Cs+], OB(O)c1cc(F)c(F)c(F)c1, Nc1nc(I)nc2c1ncn2C1OC(CO)C(O)C1O, c1ccc(P(c2ccccc2)(c2ccccc2)[Pd](P(c2ccccc2)(c2ccccc2)c2ccccc2)(P(c2ccccc2)(c2ccccc2)c2ccccc2)P(c2ccccc2)(c2ccccc2)c2ccccc2)cc1. Product: Nc1nc(-c2cc(F)c(F)c(F)c2)nc2c1ncn2C1OC(CO)C(O)C1O. RXN SMILES: [C:33](=[O:34])([O-:35])[O-:36].[CH3:39][c:40]1[cH:41][cH:42][cH:43][cH:44][cH:45]1.[CH3:46][CH2:47][OH:48].[Cs+:37].[Cs+:38].[F:21][c:22]1[cH:23][c:24]([B:30]([OH:31])[OH:32])[cH:25][c:26]([F:29])[c:27]1[F:28].[I:1][c:2]1[n:3][c:4]([NH2:20])[c:5]2[n:6][cH:7][n:8]([CH:9]3[CH:10]([OH:11])[CH:12]([OH:13])[CH:14]([CH2:15][OH:16])[O:17]3)[c:18]2[n:19]1.[cH:49]1[cH:50][cH:51][c:52]([P:53]([Pd:54]([P:55]([c:56]2[cH:57][cH:58][cH:59][cH:60][cH:61]2)([c:62]2[cH:63][cH:64][cH:65][cH:66][cH:67]2)[c:68]2[cH:69][cH:70][cH:71][cH:72][cH:73]2)([P:74]([c:75]2[cH:76][cH:77][cH:78][cH:79][cH:80]2)([c:81]2[cH:82][cH:83][cH:84][cH:85][cH:86]2)[c:87]2[cH:88][cH:89][cH:90][cH:91][cH:92]2)[P:93]([c:94]2[cH:95][cH:96][cH:97][cH:98][cH:99]2)([c:100]2[cH:101][cH:102][cH:103][cH:104][cH:105]2)[c:106]2[cH:107][cH:108][cH:109][cH:110][cH:111]2)([c:112]2[cH:113][cH:114][cH:115][cH:116][cH:117]2)[c:118]2[cH:119][cH:120][cH:121][cH:122][cH:123]2)[cH:124][cH:125]1>>[c:2]1(-[c:24]2[cH:23][c:22]([F:21])[c:27]([F:28])[c:26]([F:29])[cH:25]2)[n:3][c:4]([NH2:20])[c:5]2[n:6][cH:7][n:8]([CH:9]3[CH:10]([OH:11])[CH:12]([OH:13])[CH:14]([CH2:15][OH:16])[O:17]3)[c:18]2[n:19]1. The reactants are C(C)OC(CC=1SC=CC1NC1=C(C=CC=C1Cl)Cl)=O (3-(2,6-dichloroanilino)-2-thiophenacetic acid ethyl ester), [OH-].[K+] (potassium hydroxide). Run in C(C)O (ethanol), O (water). The product is ClC1=C(NC2=C(SC=C2)CC(=O)O)C(=CC=C1)Cl (3-(2,6-Dichloroanilino)-2-thiophenacetic acid). As a reaction SMILES: C([O:3][C:4](=[O:20])[CH2:5][C:6]1[S:7][CH:8]=[CH:9][C:10]=1[NH:11][C:12]1[C:17]([Cl:18])=[CH:16][CH:15]=[CH:14][C:13]=1[Cl:19])C.[OH-].[K+]>C(O)C.O>[Cl:19][C:13]1[CH:14]=[CH:15][CH:16]=[C:17]([Cl:18])[C:12]=1[NH:11][C:10]1[CH:9]=[CH:8][S:7][C:6]=1[CH2:5][C:4]([OH:20])=[O:3] |f:1.2|. Procedure details: 330 mg (1 mmole) of 3-(2,6-dichloroanilino)-2-thiophenacetic acid ethyl ester are boiled with 1 g of potassium hydroxide in 5 ml of ethanol for one hour. The mixture is then diluted with 20 ml of water and extracted with 20 ml of methylene chloride. The aqueous solution is acidified, and the precipitate which has formed is filtered off and washed with 3 ml of diisopropyl ether. 3-(2,6-Dichloroanilino)-2-thiophenacetic acid (m. 164° to 168°) is obtained. Starting materials: C(C)(C)(C)C=1N=C(C2=C(N1)N(N=N2)CC2=C(C=CC=C2)Cl)N2CCOCC2 (5-tert-Butyl-3-(2-chloro-benzyl)-7-morpholin-4-yl-3H-[1,2,3]triazolo[4,5-d]pyrimidine), C(C)(C)(C)C=1N=C(C2=C(N1)N(N=N2)CC2=C(C=CC=C2)Cl)Cl (5-tert-butyl-7-chloro-3-(2-chlorobenzyl)-3H-[1,2,3]triazolo[4,5-d]pyrimidine), CC1(CNCCO1)C (2,2-dimethylmorpholine). Product: C(C)(C)(C)C=1N=C(C2=C(N1)N(N=N2)CC2=C(C=CC=C2)Cl)N2CC(OCC2)(C)C (5-tert-Butyl-3-(2-chloro-benzyl)-7-(2,2-dimethyl-morpholin-4-yl)-3H-[1,2,3]triazolo[4,5-d]pyrimidine), gum. Isolated yield 70.0%. RXN SMILES: C(C1N=C(N2CCOCC2)C2N=NN(CC3C=CC=CC=3Cl)C=2N=1)(C)(C)C.[C:28]([C:32]1[N:33]=[C:34](Cl)[C:35]2[N:40]=[N:39][N:38]([CH2:41][C:42]3[CH:47]=[CH:46][CH:45]=[CH:44][C:43]=3[Cl:48])[C:36]=2[N:37]=1)([CH3:31])([CH3:30])[CH3:29].[CH3:50][C:51]1([CH3:57])[O:56][CH2:55][CH2:54][NH:53][CH2:52]1>>[C:28]([C:32]1[N:33]=[C:34]([N:53]2[CH2:54][CH2:55][O:56][C:51]([CH3:57])([CH3:50])[CH2:52]2)[C:35]2[N:40]=[N:39][N:38]([CH2:41][C:42]3[CH:47]=[CH:46][CH:45]=[CH:44][C:43]=3[Cl:48])[C:36]=2[N:37]=1)([CH3:31])([CH3:30])[CH3:29]. Procedure details: In analogy to the procedure described for the synthesis of 5-tert-butyl-3-(2-chloro-benzyl)-7-morpholin-4-yl-3H-[1,2,3]triazolo[4,5-d]pyrimidine (example 1, step c), the title compound was prepared from 5-tert-butyl-7-chloro-3-(2-chlorobenzyl)-3H-[1,2,3]triazolo[4,5-d]pyrimidine and 2,2-dimethylmorpholine and isolated as colorless gum (13.7 mg, 70%). MS (m/e): 415.4 (MH+). The product is N1N=C(C2=CC=CC=C12)C=1N=NN(C1)C1=CC=C(CNC(=O)C2CCCC2)C=C1 (N-{4-[4-(1H-indazol-3-yl)-1H-1,2,3-triazol-1-yl]benzyl}cyclopentanecarboxamide). The reactants are CN(C)C(=[N+](C)C)ON1C2=C(C=CC=C2)N=N1.[B-](F)(F)(F)F (TBTU), C1(CCCC1)C(=O)O (cyclopentane carboxylic acid), N1N=C(C2=CC=CC=C12)C=1N=NN(C1)C1=CC=C(C=C1)CN (1-{4-[4-(1H-indazol-3-yl)-1H-1,2,3-triazol-1-yl]phenyl}methanamine), CCN(C(C)C)C(C)C (DIEA). As a reaction SMILES: CN(C(ON1N=NC2C=CC=CC1=2)=[N+](C)C)C.[B-](F)(F)(F)F.[CH:23]1([C:28]([OH:30])=O)[CH2:27][CH2:26][CH2:25][CH2:24]1.[NH:31]1[C:39]2[C:34](=[CH:35][CH:36]=[CH:37][CH:38]=2)[C:33]([C:40]2[N:41]=[N:42][N:43]([C:45]3[CH:50]=[CH:49][C:48]([CH2:51][NH2:52])=[CH:47][CH:46]=3)[CH:44]=2)=[N:32]1.CCN(C(C)C)C(C)C>CN(C=O)C.C(Cl)Cl>[NH:31]1[C:39]2[C:34](=[CH:35][CH:36]=[CH:37][CH:38]=2)[C:33]([C:40]2[N:41]=[N:42][N:43]([C:45]3[CH:50]=[CH:49][C:48]([CH2:51][NH:52][C:28]([CH:23]4[CH2:24][CH2:25][CH2:26][CH2:27]4)=[O:30])=[CH:47][CH:46]=3)[CH:44]=2)=[N:32]1 |f:0.1|. Reported procedure: TBTU (185 mg; 0.58 mmol; 1.3 eq.) was added to a cooled (0° C.) solution of cyclopentane carboxylic acid (53 μl; 0.49 mmol; 1.1 eq.) in DMF (2.9 mL). After 10 min, a solution of 1-{4-[4-(1H-indazol-3-yl)-1H-1,2,3-triazol-1-yl]phenyl}methanamine (145 mg; 0.44 mmol; 1.0 eq.) and DIEA (174 μl; 1.02 mmol; 2.3 eq.) in DMF (2.9 mL) was added and the reaction mixture was stirred overnight at RT. DCM was added and the reaction mixture was washed with an aqueous saturated solution of NH4Cl and brine. The... Run in CN(C)C=O (DMF), C(Cl)Cl (DCM), CN(C)C=O (DMF). Reaction conditions: time 10 minute. Starting materials: C(CC1=CC=CC=C1)N (phenethylamine), ClC=1C2=C(N=C(N1)C1=CC=NC=C1)SC(=C2)C(F)(F)F (4-chloro-2-(pyridin-4-yl)-6-trifluoromethyl-thieno-[2,3-d]-pyrimidine). Product: N1=CC=C(C=C1)C=1N=C(C2=C(N1)SC(=C2)C(F)(F)F)NCCC2=CC=CC=C2 (2-(pyridin-4-yl)-4-phenethylamino-6-trifluoromethyl-thieno-[2,3-d]-pyrimidine). As a reaction SMILES: [CH2:1]([NH2:9])[CH2:2][C:3]1[CH:8]=[CH:7][CH:6]=[CH:5][CH:4]=1.Cl[C:11]1[C:12]2[CH:25]=[C:24]([C:26]([F:29])([F:28])[F:27])[S:23][C:13]=2[N:14]=[C:15]([C:17]2[CH:22]=[CH:21][N:20]=[CH:19][CH:18]=2)[N:16]=1>>[N:20]1[CH:21]=[CH:22][C:17]([C:15]2[N:16]=[C:11]([NH:9][CH2:1][CH2:2][C:3]3[CH:8]=[CH:7][CH:6]=[CH:5][CH:4]=3)[C:12]3[CH:25]=[C:24]([C:26]([F:28])([F:27])[F:29])[S:23][C:13]=3[N:14]=2)=[CH:18][CH:19]=1. Procedure: With the procedure of Example 1, the reaction of phenethylamine with 4-chloro-2-(pyridin-4-yl)-6-trifluoromethyl-thieno-[2,3-d]-pyrimidine yields 2-(pyridin-4-yl)-4-phenethylamino-6-trifluoromethyl-thieno-[2,3-d]-pyrimidine. The reactants are COC=1C=C2C(=C(NC2=CC1)C)C(=CC(=O)OCC)C(F)(F)F (Ethyl 3-(5-methoxy-2-methylindol-3-yl)-4,4,4-trifluoro-2-butenoate), [H][H] (hydrogen). The reagents and catalysts are [Pd] (palladium on carbon). The solvent is CCO (EtOH). Yields the product COC=1C=C2C(=C(NC2=CC1)C)C(CC(=O)OCC)C(F)(F)F (Ethyl 3-(5-methoxy-2-methylindol-3-yl)-4,4,4-trifluorobutanoate). Yield: 99.8%. RXN SMILES: [CH3:1][O:2][C:3]1[CH:4]=[C:5]2[C:9](=[CH:10][CH:11]=1)[NH:8][C:7]([CH3:12])=[C:6]2[C:13]([C:20]([F:23])([F:22])[F:21])=[CH:14][C:15]([O:17][CH2:18][CH3:19])=[O:16].[H][H]>CCO.[Pd]>[CH3:1][O:2][C:3]1[CH:4]=[C:5]2[C:9](=[CH:10][CH:11]=1)[NH:8][C:7]([CH3:12])=[C:6]2[CH:13]([C:20]([F:23])([F:22])[F:21])[CH2:14][C:15]([O:17][CH2:18][CH3:19])=[O:16]. Procedure details: A solution of the indole from Step 2 (23 g, 70 mmol) in 200 mL EtOH was treated with 60 psi hydrogen over 5% palladium on carbon (2.3 g) in a Parr shaker for 18 h. The mixture was filtered through celite and evaporated to give 23 g of the title compound. Starting materials: BrBr (bromine), [O-]S(=O)[O-].[Na+].[Na+] (Na2SO3), ClC1=CC=CC2=NON=C21 (4-Chlorobenzo[c][1,2,5]oxadiazole), BrBr (bromine). Reagents/catalysts: [Fe] (iron). Solvent: ClCCl (dichloromethane), C(C)(=O)OCC (ethyl acetate). Conditions: temperature 50 celsius, time 1 hour. The product is BrC1=CC=C(C2=NON=C21)Cl (4-Bromo-7-chlorobenzo[c][1,2,5]oxadiazole). The yield is 92.3%. Reaction SMILES: [Cl:1][C:2]1[C:10]2[C:6](=[N:7][O:8][N:9]=2)[CH:5]=[CH:4][CH:3]=1.[Br:11]Br.[O-]S([O-])=O.[Na+].[Na+]>ClCCl.C(OCC)(=O)C.[Fe]>[Br:11][C:5]1[C:6]2[C:10](=[N:9][O:8][N:7]=2)[C:2]([Cl:1])=[CH:3][CH:4]=1 |f:2.3.4|. Procedure: 4-Chlorobenzo[c][1,2,5]oxadiazole (1.0 g, 6.5 mmol) was treated with iron powder (14 mg, 0.2 mmol), stirred and heated to 50° C. and then treated in portions with bromine (1.1 g, 7.1 mmol) to produce a homogeneous red melt solution. The flask was fitted with a reflux condenser and the temperature was raised to 85° C. and stirred for 60 min. An additional 450 mg of bromine were added, heating was continued for 1 h more and then the mixture was allowed to stand for 18 h at 20° C. The solid content... Starting materials: NC1=C(C=C(C=C1)F)NC1=NC(=C2NC(N(C2=N1)C1CCOCC1)=O)Cl (2-(2-amino-5-fluorophenylamino)-6-chloro-9-(tetrahydro-2H-pyran-4-yl)-7H-purin-8(9H)-one), COC(OC)OC (trimethylorthoformate). The reagents and catalysts are CS(=O)(=O)O (methane sulfonic acid). Solvent: CO (methanol). Run at time 2 hour. Yields the product ClC1=C2NC(N(C2=NC(=N1)N1C=NC2=C1C=C(C=C2)F)C2CCOCC2)=O (6-chloro-2-(6-fluoro-1H-benzo[d]imidazol-1-yl)-9-(tetrahydro-2H-pyran-4-yl)-7H-purin-8(9H)-one). Isolated yield 73.0%. Reaction SMILES: [NH2:1][C:2]1[CH:7]=[CH:6][C:5]([F:8])=[CH:4][C:3]=1[NH:9][C:10]1[N:18]=[C:17]2[C:13]([NH:14][C:15](=[O:25])[N:16]2[CH:19]2[CH2:24][CH2:23][O:22][CH2:21][CH2:20]2)=[C:12]([Cl:26])[N:11]=1.[CH3:27]OC(OC)OC>CO.CS(O)(=O)=O>[Cl:26][C:12]1[N:11]=[C:10]([N:9]2[C:3]3[CH:4]=[C:5]([F:8])[CH:6]=[CH:7][C:2]=3[N:1]=[CH:27]2)[N:18]=[C:17]2[C:13]=1[NH:14][C:15](=[O:25])[N:16]2[CH:19]1[CH2:20][CH2:21][O:22][CH2:23][CH2:24]1. Procedure: Pale yellow solid. Synthesized from 2-(2-amino-5-fluorophenylamino)-6-chloro-9-(tetrahydro-2H-pyran-4-yl)-7H-purin-8(9H)-one (160 mg, 0.42 mmol) in anhydrous methanol (10 mL), using anhydrous trimethylorthoformate (1 mL) and methane sulfonic acid (5 drops) with stirring under Ar at room temperature for 2 h (HPLC monitoring). The solvent was removed in vacuo and the residue purified by column chromatography (silica gel, gradual elution with 2% methanol in methylene chloride to 10% methanol in met... Starting materials: CCCc1cc(C(F)(F)F)cc(CCC)c1C=CC(=O)O, Cl, CC(N)c1cc(F)c(NS(C)(=O)=O)c(F)c1. Yields the product CCCc1cc(C(F)(F)F)cc(CCC)c1C=CC(=O)NC(C)c1cc(F)c(NS(C)(=O)=O)c(F)c1. RXN SMILES: [CH2:18]([CH2:19][CH3:20])[c:21]1[c:22]([CH:34]=[CH:35][C:36](=[O:37])[OH:38])[c:23]([CH2:31][CH2:32][CH3:33])[cH:24][c:25]([C:27]([F:28])([F:29])[F:30])[cH:26]1.[ClH:17].[NH2:1][CH:2]([CH3:3])[c:4]1[cH:5][c:6]([F:16])[c:7]([NH:11][S:12](=[O:13])(=[O:14])[CH3:15])[c:8]([F:10])[cH:9]1>>[NH:1]([CH:2]([CH3:3])[c:4]1[cH:5][c:6]([F:16])[c:7]([NH:11][S:12](=[O:13])(=[O:14])[CH3:15])[c:8]([F:10])[cH:9]1)[C:36]([CH:35]=[CH:34][c:22]1[c:21]([CH2:18][CH2:19][CH3:20])[cH:26][c:25]([C:27]([F:28])([F:29])[F:30])[cH:24][c:23]1[CH2:31][CH2:32][CH3:33])=[O:37].